Dataset: the Open Reaction Database (ORD), a public repository of structured organic reaction records. Task: describe an organic reaction: reactants, conditions, products, and yield Reactants: resultant mixture, O (Water), [H-].[Na+] (sodium hydride), CC1=C(N=C(O1)C1=CC=CC=C1)CCOC1=CC=C(C=C1)C[C@@H](C(=O)OCC)NCC1=CC=C(C=C1)F (Ethyl(S)-3-[4-[2-(5-methyl-2-phenyl-1,3-oxazol-4-yl)ethoxy]phenyl]-2-(4-fluorobenzylamino)propionate), CI (methyl iodide). Run in O1CCCC1 (tetrahydrofuran). Run at time 30 minute. The product is CC1=C(N=C(O1)C1=CC=CC=C1)CCOC1=CC=C(C=C1)C[C@@H](C(=O)OCC)N(C)CC1=CC=C(C=C1)F (Ethyl(S)-3-[4-[2-(5-methyl-2-phenyl-1,3-oxazol-4-yl)ethoxy]phenyl]-2-[N-(4-fluorobenzyl)-N-methylamino]propionate). As a reaction SMILES: [H-].[Na+].[CH3:3][C:4]1[O:8][C:7]([C:9]2[CH:14]=[CH:13][CH:12]=[CH:11][CH:10]=2)=[N:6][C:5]=1[CH2:15][CH2:16][O:17][C:18]1[CH:23]=[CH:22][C:21]([CH2:24][C@H:25]([NH:31][CH2:32][C:33]2[CH:38]=[CH:37][C:36]([F:39])=[CH:35][CH:34]=2)[C:26]([O:28][CH2:29][CH3:30])=[O:27])=[CH:20][CH:19]=1.[CH3:40]I.O>O1CCCC1>[CH3:3][C:4]1[O:8][C:7]([C:9]2[CH:14]=[CH:13][CH:12]=[CH:11][CH:10]=2)=[N:6][C:5]=1[CH2:15][CH2:16][O:17][C:18]1[CH:23]=[CH:22][C:21]([CH2:24][C@H:25]([N:31]([CH2:32][C:33]2[CH:38]=[CH:37][C:36]([F:39])=[CH:35][CH:34]=2)[CH3:40])[C:26]([O:28][CH2:29][CH3:30])=[O:27])=[CH:20][CH:19]=1 |f:0.1|. Procedure details: Under argon atmosphere, 60% sodium hydride (30 mg) was added at 0° C. to a solution of Compound 1 (253.8 mg) in tetrahydrofuran (5 mL), and the mixture was stirred for 30 minutes at room temperature. Under cooling with ice, methyl iodide (0.16 mL) was added thereto, and the resultant mixture was stirred for 88 hours at room temperature. Water was added to the reaction mixture, and the solvent was distilled off. The residue was subjected to extraction with ethyl acetate. The organic layer was was... Starting materials: [N+](=O)([O-])C1=CC=C(C=C1)S(=O)(=O)N1C(=CC=C1)C(=O)OC (methyl 1-(4-nitrophenylsulfonyl)-1H-pyrrole-2-carboxylate), [I-].[Li+] (lithium iodide). Run in N1=CC=CC=C1 (pyridine). Product: [N+](=O)([O-])C1=CC=C(C=C1)S(=O)(=O)N1C(=CC=C1)C(=O)O (1-(4-nitrophenylsulfonyl)-1H-pyrrole-2-carboxylic acid). Isolated yield 82.5%. Reaction SMILES: [N+:1]([C:4]1[CH:9]=[CH:8][C:7]([S:10]([N:13]2[CH:17]=[CH:16][CH:15]=[C:14]2[C:18]([O:20]C)=[O:19])(=[O:12])=[O:11])=[CH:6][CH:5]=1)([O-:3])=[O:2].[I-].[Li+]>N1C=CC=CC=1>[N+:1]([C:4]1[CH:9]=[CH:8][C:7]([S:10]([N:13]2[CH:17]=[CH:16][CH:15]=[C:14]2[C:18]([OH:20])=[O:19])(=[O:11])=[O:12])=[CH:6][CH:5]=1)([O-:3])=[O:2] |f:1.2|. Reported procedure: To a solution of methyl 1-(4-nitrophenylsulfonyl)-1H-pyrrole-2-carboxylate (Int. 4) (550 mg, 1.773 mmol) in pyridine (25 ml), lithium iodide (1661 mg, 12.41 mmol) was added and the resulting mixture was refluxed for 8 hours. The solution was concentrated under vacuum and the crude was dissolved in DCM (150 ml) and washed with 1N HCl (50 ml×2) and then with brine (50 ml); the organic layer was dried over sodium sulfate and the solvent was removed affording 1-(4-nitrophenylsulfonyl)-1H-pyrrole-2-c...